This data is from the Open Reaction Database (ORD), a public repository of structured organic reaction records. The task is: describe an organic reaction: reactants, conditions, products, and yield The reactants are C1(C=CC(C2=CC=CC=C12)=O)=O (1,4-naphthoquinone), C(=CC=C)NC(OCC1=CC=CC=C1)=O (benzyl N-butadienylcarbamate). The reagents and catalysts are [Cu]Cl (copper(I) chloride). The solvent is N1=CC=CC=C1 (pyridine). The product is C(C1=CC=CC=C1)OC(=O)NC1=CC=CC=2C(C3=CC=CC=C3C(C12)=O)=O (1-benzyloxycarbonylaminoanthraquinone). Yield: 89.6%. As a reaction SMILES: [C:1]1(=[O:12])[C:10]2[C:5](=[CH:6][CH:7]=[CH:8][CH:9]=2)[C:4](=[O:11])[CH:3]=[CH:2]1.[CH:13]([NH:17][C:18](=[O:27])[O:19][CH2:20][C:21]1[CH:26]=[CH:25][CH:24]=[CH:23][CH:22]=1)=[CH:14][CH:15]=[CH2:16]>[Cu]Cl.N1C=CC=CC=1>[CH2:20]([O:19][C:18]([NH:17][C:13]1[C:2]2[C:1](=[O:12])[C:10]3[C:5](=[CH:6][CH:7]=[CH:8][CH:9]=3)[C:4](=[O:11])[C:3]=2[CH:16]=[CH:15][CH:14]=1)=[O:27])[C:21]1[CH:26]=[CH:25][CH:24]=[CH:23][CH:22]=1. Reported procedure: 0.79 g of 1,4-naphthoquinone, 1.07 g of benzyl N-butadienylcarbamate, 25 mg of copper(I) chloride and 25 ml of pyridine were stirred at 25° C. for 30 hours under a gentle stream of air and the solution was then concentrated in vacuo. The residue was taken up in chloroform, the solution was extracted with 2N hydrochloric acid and the organic phase was concentrated in vacuo. 1.60 g of 1-benzyloxycarbonylaminoanthraquinone (83% pure; 75% of theory) were obtained. Starting materials: C1CCOC1, COC(=O)c1ccc(OC(F)F)cn1, [Li+], [OH-], O. Product: O=C(O)c1ccc(OC(F)F)cn1. Reaction SMILES: [CH2:17]1[O:18][CH2:19][CH2:20][CH2:21]1.[F:1][CH:2]([O:3][c:4]1[cH:5][cH:6][c:7]([C:10](=[O:11])[O:12][CH3:13])[n:8][cH:9]1)[F:14].[Li+:15].[OH-:16].[OH2:22]>>[F:1][CH:2]([O:3][c:4]1[cH:5][cH:6][c:7]([C:10](=[O:11])[OH:12])[n:8][cH:9]1)[F:14]. Starting materials: COC(=O)C=1CN(CCC1NC(C)C1=CC=CC=C1)C(=O)OC(C)(C)C (4-(1-phenyl-ethyl amino)-5,6-dihydro-2H-pyridine-1,3-dicarboxylic acid 1-tert-butyl ester 3-methyl ester), C(C)(=O)O[BH-](OC(C)=O)OC(C)=O.[Na+] (sodium triacetoxyborohydride), C([O-])(O)=O.[Na+] (sodium bicarbonate). The solvent is C(C)(=O)O.C(C)#N (acetic acid acetonitrile). Reaction conditions: temperature 0 celsius, time 5 hour. Product: COC(=O)C1CN(CCC1NC(C)C1=CC=CC=C1)C(=O)OC(C)(C)C (4-(1-phenyl-ethylamino)-piperidine-1,3-dicarboxylic acid 1-tert-butyl ester 3-methyl ester). Yield: 62.1%. Reaction SMILES: [CH3:1][O:2][C:3]([C:5]1[CH2:6][N:7]([C:20]([O:22][C:23]([CH3:26])([CH3:25])[CH3:24])=[O:21])[CH2:8][CH2:9][C:10]=1[NH:11][CH:12]([C:14]1[CH:19]=[CH:18][CH:17]=[CH:16][CH:15]=1)[CH3:13])=[O:4].C(O[BH-](OC(=O)C)OC(=O)C)(=O)C.[Na+].C(=O)(O)[O-].[Na+]>C(O)(=O)C.C(#N)C>[CH3:1][O:2][C:3]([CH:5]1[CH:10]([NH:11][CH:12]([C:14]2[CH:19]=[CH:18][CH:17]=[CH:16][CH:15]=2)[CH3:13])[CH2:9][CH2:8][N:7]([C:20]([O:22][C:23]([CH3:24])([CH3:26])[CH3:25])=[O:21])[CH2:6]1)=[O:4] |f:1.2,3.4,5.6|. Procedure: A solution of 4-(1-phenyl-ethyl amino)-5,6-dihydro-2H-pyridine-1,3-dicarboxylic acid 1-tert-butyl ester 3-methyl ester (4 g, 11.1 mmol) in acetic acid-acetonitrile (1:1, 80 mL) was treated with sodium triacetoxyborohydride (2.59 g, 12.2 mmol), and stirred for 5 h at 0° C. The reaction was cooled to 0° C. and neutralized with saturated aqueous sodium bicarbonate (5 mL). The organic layer was washed with brine (3×20 mL), then dried over MgSO4, filtered and concentrated to obtain a crude oil (3.6 g... Starting materials: C#CCCCCCCCCC(=O)O, CCN, CO, [Cl-], Cl, Cl, CCCCCCCCCCC#CI, [K+], NO, [OH-], O. The product is CCCCCCCCCCC#CC#CCCCCCCCCC(=O)O. As a reaction SMILES: [C:1]([CH2:2][CH2:3][CH2:4][CH2:5][CH2:6][CH2:7][CH2:8][CH2:9][C:10]#[CH:11])(=[O:12])[OH:13].[CH3:20][CH2:21][NH2:22].[CH3:38][OH:39].[Cl-:19].[ClH:16].[ClH:36].[I:23][C:24]#[C:25][CH2:26][CH2:27][CH2:28][CH2:29][CH2:30][CH2:31][CH2:32][CH2:33][CH2:34][CH3:35].[K+:15].[NH2:17][OH:18].[OH-:14].[OH2:37]>>[C:1]([CH2:2][CH2:3][CH2:4][CH2:5][CH2:6][CH2:7][CH2:8][CH2:9][C:10]#[C:11][C:24]#[C:25][CH2:26][CH2:27][CH2:28][CH2:29][CH2:30][CH2:31][CH2:32][CH2:33][CH2:34][CH3:35])(=[O:12])[OH:13]. Reaction conditions: time 7 hour. Yields the product CC(C)(C1=CC(=CC=C1)C(C)C)N (1-methyl-1-[3-(1-methylethyl)phenyl]ethylamine). Reported procedure: First, 0.5 g of platinum oxide was added to a solution formed by dissolving 25.3 g of 1-methyl-1-[3-(1-methylethenyl)phenyl]ethylamine in 100 ml of ethyl alcohol, and a hydrogenation reaction was then carried out at a temperature of 15° to 35° C. for 7 hours under atmospheric pressure under a hydrogen gas stream. Afterward, reaction residues were removed by filtration, and the resultant filtrate was then concentrated to obtain 25.0 g of 1-methyl-1-[3-(1-methylethyl)phenyl]ethylamine. As a reaction SMILES: [CH3:1][C:2]([NH2:13])([C:4]1[CH:9]=[CH:8][CH:7]=[C:6]([C:10]([CH3:12])=[CH2:11])[CH:5]=1)[CH3:3]>C(O)C.[Pt]=O>[CH3:3][C:2]([NH2:13])([C:4]1[CH:9]=[CH:8][CH:7]=[C:6]([CH:10]([CH3:11])[CH3:12])[CH:5]=1)[CH3:1]. Solvent: C(C)O (ethyl alcohol). Isolated yield 97.7%. Starting materials: CC(C)(C1=CC(=CC=C1)C(=C)C)N (1-methyl-1-[3-(1-methylethenyl)phenyl]ethylamine). The reagents and catalysts are [Pt]=O (platinum oxide). The reactants are C1(CCCCC1)CCC(=O)Cl (3-cyclohexylpropanoyl chloride), CC(C(C(=O)OC)NC(=O)C=1SC(=CN1)C1=CC=C(C=C1)[N+](=O)[O-])C (Methyl 3-methyl-2-(5-(4-nitrophenyl)thiazole-2-carboxamido)butanoate). Yields the product C1(CCCCC1)CCC(=O)NC1=CC=C(C=C1)C1=CN=C(S1)C(=O)NC(C(=O)OC)C(C)C (Methyl 2-(5-(4-(3-cyclohexylpropanamido)phenyl)thiazole-2-carboxamido)-3-methylbutanoate). Yield: 49.0%. Reaction SMILES: [CH:1]1([CH2:7][CH2:8][C:9](Cl)=[O:10])[CH2:6][CH2:5][CH2:4][CH2:3][CH2:2]1.[CH3:12][CH:13]([CH3:36])[CH:14]([NH:19][C:20]([C:22]1[S:23][C:24]([C:27]2[CH:32]=[CH:31][C:30]([N+:33]([O-])=O)=[CH:29][CH:28]=2)=[CH:25][N:26]=1)=[O:21])[C:15]([O:17][CH3:18])=[O:16]>>[CH:1]1([CH2:7][CH2:8][C:9]([NH:33][C:30]2[CH:31]=[CH:32][C:27]([C:24]3[S:23][C:22]([C:20]([NH:19][CH:14]([CH:13]([CH3:36])[CH3:12])[C:15]([O:17][CH3:18])=[O:16])=[O:21])=[N:26][CH:25]=3)=[CH:28][CH:29]=2)=[O:10])[CH2:6][CH2:5][CH2:4][CH2:3][CH2:2]1. Reported procedure: The title compound was synthesized analogous to Example 27, using 3-cyclohexylpropanoyl chloride and intermediate 2. Yield: 49%; 1H NMR (DMSO-d6, 300 MHz): δ 10.09 (s, 1H), 8.74 (d, 1H), 8.35 (s, 1H), 7.71 (s, 4H), 4.32 (t, 1H), 3.69 (s, 3H), 2.36 (t, 2H), 2.30 (m, 1H), 1.73 (m, 5H), 1.51 (q, 2H), 1.17 (m, 4H), 0.96 (t, 6H), 0.92 (m, 2H); MS (ESI) m/z 472.0 [M+H]+.